The task is: describe an organic reaction: reactants, conditions, products, and yield. This data is from the Open Reaction Database (ORD), a public repository of structured organic reaction records. Reactants: COC(=O)c1ccc2[nH]c3c(c(C)nn3-c3ccccn3)c(=O)c2c1, CCO, Cl, [Na+], [OH-]. Product: Cc1nn(-c2ccccn2)c2[nH]c3ccc(C(=O)O)cc3c(=O)c12. RXN SMILES: [CH3:1][c:2]1[n:3][n:4](-[c:20]2[n:21][cH:22][cH:23][cH:24][cH:25]2)[c:5]2[nH:6][c:7]3[cH:8][cH:9][c:10]([C:16](=[O:17])[O:18][CH3:19])[cH:11][c:12]3[c:13](=[O:15])[c:14]12.[CH3:29][CH2:30][OH:31].[ClH:28].[Na+:27].[OH-:26]>>[CH3:1][c:2]1[n:3][n:4](-[c:20]2[n:21][cH:22][cH:23][cH:24][cH:25]2)[c:5]2[nH:6][c:7]3[cH:8][cH:9][c:10]([C:16](=[O:17])[OH:18])[cH:11][c:12]3[c:13](=[O:15])[c:14]12. Starting materials: CCO, O=C(O)C=C1c2ccccc2CCc2cc(Cl)ccc21, [Na]. Yields the product O=C(O)CC1c2ccccc2CCc2cc(Cl)ccc21. RXN SMILES: [CH3:22][CH2:23][OH:24].[Cl:1][c:2]1[cH:3][c:4]2[c:5]([cH:19][cH:20]1)[C:6](=[CH:15][C:16](=[O:17])[OH:18])[c:7]1[c:8]([cH:11][cH:12][cH:13][cH:14]1)[CH2:9][CH2:10]2.[Na:21]>>[Cl:1][c:2]1[cH:3][c:4]2[c:5]([cH:19][cH:20]1)[CH:6]([CH2:15][C:16](=[O:17])[OH:18])[c:7]1[c:8]([cH:11][cH:12][cH:13][cH:14]1)[CH2:9][CH2:10]2. The reactants are CNC(=O)Oc1cccc2c1OC(C)(C)C2, Cc1ccccc1SCl, c1ccncc1. Product: Cc1ccccc1SN(C)C(=O)Oc1cccc2c1OC(C)(C)C2. Reaction SMILES: [CH3:10][NH:11][C:12](=[O:13])[O:14][c:15]1[cH:16][cH:17][cH:18][c:19]2[c:25]1[O:24][C:21]([CH3:22])([CH3:23])[CH2:20]2.[CH3:1][c:2]1[c:3]([S:8][Cl:9])[cH:4][cH:5][cH:6][cH:7]1.[cH:26]1[cH:27][cH:28][n:29][cH:30][cH:31]1>>[CH3:1][c:2]1[c:3]([S:8][N:11]([CH3:10])[C:12](=[O:13])[O:14][c:15]2[cH:16][cH:17][cH:18][c:19]3[c:25]2[O:24][C:21]([CH3:22])([CH3:23])[CH2:20]3)[cH:4][cH:5][cH:6][cH:7]1. The reactants are CC(C)(C)OC(=O)c1c(OCc2ccccc2)sc2c1C(N=C=O)C(CN1C(=O)c3ccccc3C1=O)NC2, CCO, Cl, NN. The product is CC(C)(C)OC(=O)c1c(OCc2ccccc2)sc2c1C(N=C=O)C(CN)NC2. RXN SMILES: [C:2]([CH3:3])([CH3:4])([CH3:5])[O:6][C:7](=[O:8])[c:9]1[c:10]([O:33][CH2:34][c:35]2[cH:36][cH:37][cH:38][cH:39][cH:40]2)[s:11][c:12]2[c:17]1[CH:16]([N:18]=[C:19]=[O:20])[CH:15]([CH2:21][N:22]1[C:23](=[O:24])[c:25]3[c:26]([cH:27][cH:28][cH:29][cH:30]3)[C:31]1=[O:32])[NH:14][CH2:13]2.[CH3:43][CH2:44][OH:45].[ClH:1].[NH2:41][NH2:42]>>[C:2]([CH3:3])([CH3:4])([CH3:5])[O:6][C:7](=[O:8])[c:9]1[c:10]([O:33][CH2:34][c:35]2[cH:36][cH:37][cH:38][cH:39][cH:40]2)[s:11][c:12]2[c:17]1[CH:16]([N:18]=[C:19]=[O:20])[CH:15]([CH2:21][NH2:22])[NH:14][CH2:13]2. Reactants: BrC=1C(=C(C(=O)OCC2=CC=CC=C2)C(=CC1)NC(=O)OC(C)(C)C)C (benzyl 3-bromo-6-[(tert-butoxycarbonyl)amino]-2-methylbenzoate), CN(C)C=O (DMF). Reagents/catalysts: C=1C=CC(=CC1)[P](C=2C=CC=CC2)(C=3C=CC=CC3)[Pd]([P](C=4C=CC=CC4)(C=5C=CC=CC5)C=6C=CC=CC6)([P](C=7C=CC=CC7)(C=8C=CC=CC8)C=9C=CC=CC9)[P](C=1C=CC=CC1)(C=1C=CC=CC1)C=1C=CC=CC1 (Pd(PPh3)4), [C-]#N.[Zn+2].[C-]#N (zinc cyanide). Yields the product NC1=CC=C(C(=C1C(=O)OCC1=CC=CC=C1)C)C#N (benzyl 6-amino-3-cyano-2-methylbenzoate). RXN SMILES: Br[C:2]1[C:3]([CH3:26])=[C:4]([C:15]([NH:18]C(OC(C)(C)C)=O)=[CH:16][CH:17]=1)[C:5]([O:7][CH2:8][C:9]1[CH:14]=[CH:13][CH:12]=[CH:11][CH:10]=1)=[O:6].[CH3:27][N:28](C=O)C>[C-]#N.[Zn+2].[C-]#N.C1C=CC([P]([Pd]([P](C2C=CC=CC=2)(C2C=CC=CC=2)C2C=CC=CC=2)([P](C2C=CC=CC=2)(C2C=CC=CC=2)C2C=CC=CC=2)[P](C2C=CC=CC=2)(C2C=CC=CC=2)C2C=CC=CC=2)(C2C=CC=CC=2)C2C=CC=CC=2)=CC=1>[NH2:18][C:15]1[C:4]([C:5]([O:7][CH2:8][C:9]2[CH:10]=[CH:11][CH:12]=[CH:13][CH:14]=2)=[O:6])=[C:3]([CH3:26])[C:2]([C:27]#[N:28])=[CH:17][CH:16]=1 |f:2.3.4,^1:40,42,61,80|. Reported procedure: A mixture of Example 108A (2 g, 4.8 mmol), zinc cyanide (335 mg, 2.9 mmol), and DMF (48 mL) was degassed with argon for 30 minutes, treated with Pd(PPh3)4 (330 mg, 0.28 mmol), heated to reflux for 1.5 hours, cooled, and filtered. The filtrate was concentrated and purified using a Biotage 40 gram silica gel cartridge to provide the desired product. MS (ESI(−)) m/e 265 (M−H)−; (DCI) m/e 267 (M+H)+, 284 (M+NH4)+; 1H NMR (300 MHz, DMSO-d6) δ 7.45 (m, 6H), 6.66 (d, 1H), 6.57 (s, 2H), 5.34 (s, 2H), 3.... Starting materials: ClC=1C=C(C=CC1F)O (3-chloro-4-fluorophenol), BrBr (bromine), BrC1=C(C=C(C(=C1)F)Cl)O (2-bromo-4-fluoro-5-chlorophenol), BrC1=C(C=CC(=C1Cl)F)O (2-bromo-3-chloro-4-fluorophenol). Run in C(=S)=S (carbon disulfide). Reaction conditions: time 18 hour. Yields the product ClC1=C(C=C(C2=C1C=CO2)Br)F (4-chloro-5-fluoro-7-bromobenzofuran). As a reaction SMILES: Cl[C:2]1C=C(O)C=C[C:7]=1F.BrBr.[Br:12][C:13]1[CH:18]=[C:17]([F:19])[C:16]([Cl:20])=[CH:15][C:14]=1[OH:21].BrC1C(Cl)=C(F)C=CC=1O>C(=S)=S>[Cl:20][C:16]1[C:15]2[CH:2]=[CH:7][O:21][C:14]=2[C:13]([Br:12])=[CH:18][C:17]=1[F:19]. Procedure: A mixture of 5 gm (34.1 mMmol) 3-chloro-4-fluorophenol and 1.76 mL (34.1 mMol) bromine in 20 mL carbon disulfide was stirred at room temperature for 18 hours. The reaction mixture was concentrated under reduced pressure and the residue was dissolved in dichloromethane, washed with water, dried over sodium sulfate and concentrated under reduced pressure to provide a mixture of 2-bromo-4-fluoro-5-chlorophenol and 2-bromo-3-chloro-4-fluorophenol. The reactants are COC=1C=C2C=CC=NC2=CC1 (6-methoxyquinoline), BrBr (Br2), S([O-])(O)=O.[Na+] (sodium bisulfite). The solvent is C(C)(=O)O (acetic acid). Reaction conditions: time 1 hour. The product is BrC1=C2C=CC=NC2=CC=C1OC (5-Bromo-6-methoxy-quinoline). Isolated yield 58.7%. RXN SMILES: [CH3:1][O:2][C:3]1[CH:4]=[C:5]2[C:10](=[CH:11][CH:12]=1)[N:9]=[CH:8][CH:7]=[CH:6]2.[Br:13]Br.S(=O)(O)[O-].[Na+]>C(O)(=O)C>[Br:13][C:4]1[C:3]([O:2][CH3:1])=[CH:12][CH:11]=[C:10]2[C:5]=1[CH:6]=[CH:7][CH:8]=[N:9]2 |f:2.3|. Procedure details: To a solution of 6-methoxyquinoline (5 g, 31.4 mmol) in acetic acid (50 mL) was slowly added Br2 neat (1.62 mL, 31.4 mmol). The reaction mixture was stirred at ambient temperature for 1 hour and then poured onto ice. Saturated aqueous sodium bisulfite was added, and the resulting slurry was extracted into EtOAc (2×200 mL). The organic fractions were combined, dried over Na2SO4, concentrated, and purified by column chromatography (5% MeOH/CH2Cl2) affording 4.39 g of the title compound as the acet... Reactants: COC1=CC=C(C=N1)N1CCC(CC1)N1C[C@@H](CC1)NC(CNC(C1=CC(=CC=C1)C(F)(F)F)=O)=O (N-[2-({(3R)-1-[1-(6-methoxypyridin-3-yl)piperidin-4-yl]pyrrolidin-3-yl}amino)-2-oxoethyl]-3-(trifluoromethyl)benzamide), ClC=1C=C(C=CC1)N1CCC(CC1)=O (1-(3-chlorophenyl)piperidin-4-one), COC1=CC=C(C=N1)N1CCC(CC1)=O (1-(6-methoxypyridin-3-yl)piperidin-4-one). Product: ClC=1C=C(C=CC1)N1CCC(CC1)N1C[C@@H](CC1)NC(CNC(C1=CC(=CC=C1)C(F)(F)F)=O)=O (N-[2-({(3R)-1-(1-(3-chlorophenyl)piperidin-4-yl]pyrrolidin-3-yl}amino)-2-oxoethyl]-3-(trifluoromethyl)benzamide). As a reaction SMILES: COC1N=CC(N2CCC([N:15]3[CH2:19][CH2:18][C@@H:17]([NH:20][C:21](=[O:36])[CH2:22][NH:23][C:24](=[O:35])[C:25]4[CH:30]=[CH:29][CH:28]=[C:27]([C:31]([F:34])([F:33])[F:32])[CH:26]=4)[CH2:16]3)CC2)=CC=1.[Cl:37][C:38]1[CH:39]=[C:40]([N:44]2[CH2:49][CH2:48][C:47](=O)[CH2:46][CH2:45]2)[CH:41]=[CH:42][CH:43]=1.COC1N=CC(N2CCC(=O)CC2)=CC=1>>[Cl:37][C:38]1[CH:39]=[C:40]([N:44]2[CH2:49][CH2:48][CH:47]([N:15]3[CH2:19][CH2:18][C@@H:17]([NH:20][C:21](=[O:36])[CH2:22][NH:23][C:24](=[O:35])[C:25]4[CH:30]=[CH:29][CH:28]=[C:27]([C:31]([F:32])([F:34])[F:33])[CH:26]=4)[CH2:16]3)[CH2:46][CH2:45]2)[CH:41]=[CH:42][CH:43]=1. Reported procedure: The title compound was synthesized in similar fashion to N-[2-({(3R)-1-[1-(6-methoxypyridin-3-yl)piperidin-4-yl]pyrrolidin-3-yl}amino)-2-oxoethyl]-3-(trifluoromethyl)benzamide, whereby 1-(3-chlorophenyl)piperidin-4-one was substituted for 1-(6-methoxypyridin-3-yl)piperidin-4-one, and was isolated as a white solid. 1H-NMR (CDCl3) δ: 1.87-2.10 (m, 5H), 2.37-2.44 (m, 1H), 2.66-2.74 (m, 2H), 2.86-2.95 (m, 2H), 3.03-3.09 (m, 1H), 3.55 (d, J=11.7 Hz, 1H), 3.64-3.76 (m, 3H), 4.06-4.23 (m, 2M), 4.79-4.8... The reactants are O=C(OO)c1cccc(Cl)c1, COCCOCOc1c(-c2ccccc2)cc(C=O)cc1-c1ccccc1. Yields the product COCCOCOc1c(-c2ccccc2)cc(O)cc1-c1ccccc1. Reaction SMILES: [OH:28][O:29][C:30]([c:31]1[cH:32][c:33]([Cl:34])[cH:35][cH:36][cH:37]1)=[O:38].[c:1]1(-[c:7]2[cH:8][c:9]([CH:10]=[O:11])[cH:12][c:13](-[c:22]3[cH:23][cH:24][cH:25][cH:26][cH:27]3)[c:14]2[O:15][CH2:16][O:17][CH2:18][CH2:19][O:20][CH3:21])[cH:2][cH:3][cH:4][cH:5][cH:6]1>>[c:1]1(-[c:7]2[cH:8][c:9]([OH:28])[cH:12][c:13](-[c:22]3[cH:23][cH:24][cH:25][cH:26][cH:27]3)[c:14]2[O:15][CH2:16][O:17][CH2:18][CH2:19][O:20][CH3:21])[cH:2][cH:3][cH:4][cH:5][cH:6]1. Procedure details: In analogy to the procedure described for the synthesis of example 97, the title compound N-{(3RS,4SR)-4-(3,4-dichloro-phenyl)-1-[1-(1-methyl-cyclopropanecarbonyl)-piperidine-4-carbonyl]-pyrrolidin-3-yl}-2-(4-fluoro-phenyl)-N-methyl-acetamide was prepared from {4-[(3SR,4RS)-3-(3,4-dichloro-phenyl)-4-methylamino-pyrrolidine-1-carbonyl]-piperidin-1-yl}-(1-methyl-cyclopropyl)-methanone using 4-fluorophenylacetic acid instead of 4-chloro-3-(trifluoromethyl)benzoic acid and was obtained as a light br... Starting materials: ClC=1C=C(C=CC1Cl)C1CN(CC1NC)C(=O)C1CCN(CC1)C(=O)C1(CC1)C ({4-[(3SR,4RS)-3-(3,4-dichloro-phenyl)-4-methylamino-pyrrolidine-1-carbonyl]-piperidin-1-yl}-(1-methyl-cyclopropyl)-methanone), FC1=CC=C(C=C1)CC(=O)O (4-fluorophenylacetic acid). Yields the product ClC=1C=C(C=CC1Cl)C1C(CN(C1)C(=O)C1CCN(CC1)C(=O)C1(CC1)C)N(C(CC1=CC=C(C=C1)F)=O)C (N-{(3RS,4SR)-4-(3,4-dichloro-phenyl)-1-[1-(1-methyl-cyclopropanecarbonyl)-piperidine-4-carbonyl]-pyrrolidin-3-yl}-2-(4-fluoro-phenyl)-N-methyl-acetamide). RXN SMILES: [Cl:1][C:2]1[CH:3]=[C:4]([CH:9]2[CH:13]([NH:14][CH3:15])[CH2:12][N:11]([C:16]([CH:18]3[CH2:23][CH2:22][N:21]([C:24]([C:26]4([CH3:29])[CH2:28][CH2:27]4)=[O:25])[CH2:20][CH2:19]3)=[O:17])[CH2:10]2)[CH:5]=[CH:6][C:7]=1[Cl:8].[F:30][C:31]1[CH:36]=[CH:35][C:34]([CH2:37][C:38]([OH:40])=O)=[CH:33][CH:32]=1>>[Cl:1][C:2]1[CH:3]=[C:4]([CH:9]2[CH2:10][N:11]([C:16]([CH:18]3[CH2:19][CH2:20][N:21]([C:24]([C:26]4([CH3:29])[CH2:27][CH2:28]4)=[O:25])[CH2:22][CH2:23]3)=[O:17])[CH2:12][CH:13]2[N:14]([CH3:15])[C:38](=[O:40])[CH2:37][C:34]2[CH:33]=[CH:32][C:31]([F:30])=[CH:36][CH:35]=2)[CH:5]=[CH:6][C:7]=1[Cl:8].